From a dataset of the Open Reaction Database (ORD), a public repository of structured organic reaction records. describe an organic reaction: reactants, conditions, products, and yield Reactants: BrC=1C(OC2=CC(=CC=C2C1C1=CC=C(C=C1)F)Cl)(C)C (3-bromo-7-chloro-4-(4-fluorophenyl)-2,2-dimethyl-2H-chromen), C(CCC)[Sn](C=C)(CCCC)CCCC (tributyl(vinyl)tin), [F-].[K+] (potassium fluoride). The reagents and catalysts are C=1C=CC(=CC1)[P](C=2C=CC=CC2)(C=3C=CC=CC3)[Pd]([P](C=4C=CC=CC4)(C=5C=CC=CC5)C=6C=CC=CC6)([P](C=7C=CC=CC7)(C=8C=CC=CC8)C=9C=CC=CC9)[P](C=1C=CC=CC1)(C=1C=CC=CC1)C=1C=CC=CC1 (tetrakis(triphenylphosphine)palladium(0)). The solvent is C(C)(=O)OCC (ethyl acetate), O1CCOCC1 (dioxane). Product: ClC1=CC=C2C(=C(C(OC2=C1)(C)C)C=C)C1=CC=C(C=C1)F (7-chloro-4-(4-fluorophenyl)-2,2-dimethyl-3-vinyl-2H-chromen). Reaction SMILES: Br[C:2]1[C:3]([CH3:21])([CH3:20])[O:4][C:5]2[C:10]([C:11]=1[C:12]1[CH:17]=[CH:16][C:15]([F:18])=[CH:14][CH:13]=1)=[CH:9][CH:8]=[C:7]([Cl:19])[CH:6]=2.[CH2:22]([Sn](CCCC)(CCCC)C=C)[CH2:23]CC.[F-].[K+]>O1CCOCC1.C(OCC)(=O)C.C1C=CC([P]([Pd]([P](C2C=CC=CC=2)(C2C=CC=CC=2)C2C=CC=CC=2)([P](C2C=CC=CC=2)(C2C=CC=CC=2)C2C=CC=CC=2)[P](C2C=CC=CC=2)(C2C=CC=CC=2)C2C=CC=CC=2)(C2C=CC=CC=2)C2C=CC=CC=2)=CC=1>[Cl:19][C:7]1[CH:6]=[C:5]2[C:10]([C:11]([C:12]3[CH:17]=[CH:16][C:15]([F:18])=[CH:14][CH:13]=3)=[C:2]([CH:22]=[CH2:23])[C:3]([CH3:21])([CH3:20])[O:4]2)=[CH:9][CH:8]=1 |f:2.3,^1:54,56,75,94|. Procedure details: A mixture of 3-bromo-7-chloro-4-(4-fluorophenyl)-2,2-dimethyl-2H-chromen (a compound obtained in Reference Example 8(1); 220 mg), tributyl(vinyl)tin (350 μL) and tetrakis(triphenylphosphine)palladium(0) (140 mg) in dioxane was heated under reflux for 23 hours. After cooling, the reaction solution was diluted with ethyl acetate, a saturated aqueous solution of potassium fluoride was added thereto, and the mixture was stirred at room temperature for an hour. The reaction solution was filtered thro... The reactants are C(CC)N1C=NC=C1CS(=O)C1=CC=C(N)C=C1 ((−)-4-(((1-propylimidazol-5-yl)methyl)sulfinyl)aniline), C(CCC)OCCOC1=CC=C(C=C1)C=1C=CC2=C(C=C(CCCN2C=O)C(=O)O)C1 (8-(4-(2-butoxyethoxy)phenyl)-1-formyl-1,2,3,4-tetrahydro-1-benzoazocine-5-carboxylic acid), CN(C)C=O (DMF), C(C(=O)Cl)(=O)Cl (oxalyl chloride). Run in O1CCCC1 (tetrahydrofuran), N1=CC=CC=C1 (pyridine), O1CCCC1 (tetrahydrofuran), O (water). Reaction conditions: time 1 hour. Yields the product C(CCC)OCCOC1=CC=C(C=C1)C=1C=CC2=C(C=C(CCCN2C=O)C(=O)NC2=CC=C(C=C2)S(=O)CC2=CN=CN2CCC)C1 ((−)-8-[4-(2-butoxyethoxy)phenyl]-1-formyl-N-[4-[[[1-propylimidazol-5-yl]methyl]sulfinyl]phenyl]-1,2,3,4-tetrahydro-1-benzoazocine-5-carboxamide). As a reaction SMILES: [CH2:1]([O:5][CH2:6][CH2:7][O:8][C:9]1[CH:14]=[CH:13][C:12]([C:15]2[CH:16]=[CH:17][C:18]3[N:25]([CH:26]=[O:27])[CH2:24][CH2:23][CH2:22][C:21]([C:28](O)=[O:29])=[CH:20][C:19]=3[CH:31]=2)=[CH:11][CH:10]=1)[CH2:2][CH2:3][CH3:4].CN(C=O)C.C(Cl)(=O)C(Cl)=O.[CH2:43]([N:46]1[C:50]([CH2:51][S:52]([C:54]2[CH:60]=[CH:59][C:57]([NH2:58])=[CH:56][CH:55]=2)=[O:53])=[CH:49][N:48]=[CH:47]1)[CH2:44][CH3:45]>O1CCCC1.O.N1C=CC=CC=1>[CH2:1]([O:5][CH2:6][CH2:7][O:8][C:9]1[CH:10]=[CH:11][C:12]([C:15]2[CH:16]=[CH:17][C:18]3[N:25]([CH:26]=[O:27])[CH2:24][CH2:23][CH2:22][C:21]([C:28]([NH:58][C:57]4[CH:56]=[CH:55][C:54]([S:52]([CH2:51][C:50]5[N:46]([CH2:43][CH2:44][CH3:45])[CH:47]=[N:48][CH:49]=5)=[O:53])=[CH:60][CH:59]=4)=[O:29])=[CH:20][C:19]=3[CH:31]=2)=[CH:13][CH:14]=1)[CH2:2][CH2:3][CH3:4]. Procedure: (−)-4-(((1-Propylimidazol-5-yl)methyl)sulfinyl)aniline di-p-toluoyl-D-tartarate monohydrate (6.58 g) was dissolved in ethyl acetate (50 ml) and 1N hydrochloric acid (33.5 ml), followed by separation. To the aqueous layer was added an aqueous 25% potassium carbonate solution (33.5 ml), followed by extraction with 2-propanol-ethyl acetate (1:4) twice. The organic layers were combined and washed with saturated brine, dried with magnesium sulfate, and the solvent was distilled off under reduced pres... The reactants are [N+](=O)([O-])C=1C=C2C=C(NC2=CC1)CC1=CC=C(C=C1)OC(F)(F)F (5-Nitro-2-(4-(trifluoromethoxy)benzyl)-1H-indole), Cl.ClCCC1N(CCC1)C (2-(2-chloroethyl)-1-methylpyrrolidine hydrochloride), C([O-])([O-])=O.[K+].[K+] (potassium carbonate), CN(C=O)C (dimethylformamide). Run in O (H2O), C(C)(=O)OCC (ethyl acetate). Reaction conditions: temperature 65 celsius. Product: CN1C(CCC1)CCN1C(=CC2=CC(=CC=C12)[N+](=O)[O-])CC1=CC=C(C=C1)OC(F)(F)F (1-(2-(1-Methylpyrrolidin-2-yl)ethyl)-5-nitro-2-(4-(trifluoromethoxy)benzyl)-1H-indole). As a reaction SMILES: [N+:1]([C:4]1[CH:5]=[C:6]2[C:10](=[CH:11][CH:12]=1)[NH:9][C:8]([CH2:13][C:14]1[CH:19]=[CH:18][C:17]([O:20][C:21]([F:24])([F:23])[F:22])=[CH:16][CH:15]=1)=[CH:7]2)([O-:3])=[O:2].Cl.Cl[CH2:27][CH2:28][CH:29]1[CH2:33][CH2:32][CH2:31][N:30]1[CH3:34].C(=O)([O-])[O-].[K+].[K+].CN(C)C=O>O.C(OCC)(=O)C>[CH3:34][N:30]1[CH2:31][CH2:32][CH2:33][CH:29]1[CH2:28][CH2:27][N:9]1[C:10]2[C:6](=[CH:5][C:4]([N+:1]([O-:3])=[O:2])=[CH:12][CH:11]=2)[CH:7]=[C:8]1[CH2:13][C:14]1[CH:15]=[CH:16][C:17]([O:20][C:21]([F:24])([F:22])[F:23])=[CH:18][CH:19]=1 |f:1.2,3.4.5|. Reported procedure: compound 8 (75 mg, 0.223 mmol), 2-(2-chloroethyl)-1-methylpyrrolidine hydrochloride (45.2 mg, 0.245 mmol), potassium carbonate (92.4 mg, 0.669 mmol) and anhydrous dimethylformamide (5 mL) were charged to a small, argon purged flask fitted with a magnetic stirbar and resulting solution heated in an oil bath at 65° C. for 20 hours. After cooling to room temperature the mixture was diluted with H2O and ethyl acetate, transferred to a separatory funnel and the organic layer collected. The aqueous la... Starting materials: BrCCBr, CON=C1C(=NO)Oc2ccccc21, CN(C)C=O, [Na+], [Na+], O=C([O-])[O-], O. Product: CON=C1C(=NOCCBr)Oc2ccccc21. As a reaction SMILES: [Br:21][CH2:22][CH2:23][Br:24].[CH3:1][O:2][N:3]=[C:4]1[C:5](=[N:13][OH:14])[O:6][c:7]2[c:8]1[cH:9][cH:10][cH:11][cH:12]2.[CH3:26][N:27]([CH3:28])[CH:29]=[O:30].[Na+:15].[Na+:16].[O-:17][C:18](=[O:19])[O-:20].[OH2:25]>>[CH3:1][O:2][N:3]=[C:4]1[C:5](=[N:13][O:14][CH2:23][CH2:22][Br:21])[O:6][c:7]2[c:8]1[cH:9][cH:10][cH:11][cH:12]2. The reactants are O=C([O-])[O-], C1CNCCN1, C1CCOC1, CCOC(C)=O, [Cs+], [Cs+], COc1cc(N2CCN(C(=O)Cn3nc(I)c(Cl)c3C)CC2)ccc1Cl, O=C(C=Cc1ccccc1)C=Cc1ccccc1, O=C(C=Cc1ccccc1)C=Cc1ccccc1, O=C(C=Cc1ccccc1)C=Cc1ccccc1, [Pd], [Pd]. Yields the product COc1cc(N2CCN(C(=O)Cn3nc(N4CCNCC4)c(Cl)c3C)CC2)ccc1Cl. Reaction SMILES: [C:33](=[O:34])([O-:35])[O-:36].[CH2:27]1[CH2:28][NH:29][CH2:30][CH2:31][NH:32]1.[CH2:39]1[O:40][CH2:41][CH2:42][CH2:43]1.[CH3:44][CH2:45][O:46][C:47]([CH3:48])=[O:49].[Cs+:37].[Cs+:38].[I:1][c:2]1[n:3][n:4]([CH2:9][C:10](=[O:11])[N:12]2[CH2:13][CH2:14][N:15]([c:18]3[cH:19][c:20]([O:25][CH3:26])[c:21]([Cl:24])[cH:22][cH:23]3)[CH2:16][CH2:17]2)[c:5]([CH3:8])[c:6]1[Cl:7].[O:52]=[C:53]([CH:54]=[CH:55][c:56]1[cH:57][cH:58][cH:59][cH:60][cH:61]1)[CH:62]=[CH:63][c:64]1[cH:65][cH:66][cH:67][cH:68][cH:69]1.[O:70]=[C:71]([CH:72]=[CH:73][c:74]1[cH:75][cH:76][cH:77][cH:78][cH:79]1)[CH:80]=[CH:81][c:82]1[cH:83][cH:84][cH:85][cH:86][cH:87]1.[O:88]=[C:89]([CH:90]=[CH:91][c:92]1[cH:93][cH:94][cH:95][cH:96][cH:97]1)[CH:98]=[CH:99][c:100]1[cH:101][cH:102][cH:103][cH:104][cH:105]1.[Pd:50].[Pd:51]>>[c:2]1([N:29]2[CH2:28][CH2:27][NH:32][CH2:31][CH2:30]2)[n:3][n:4]([CH2:9][C:10](=[O:11])[N:12]2[CH2:13][CH2:14][N:15]([c:18]3[cH:19][c:20]([O:25][CH3:26])[c:21]([Cl:24])[cH:22][cH:23]3)[CH2:16][CH2:17]2)[c:5]([CH3:8])[c:6]1[Cl:7].